From a dataset of the Open Reaction Database (ORD), a public repository of structured organic reaction records. describe an organic reaction: reactants, conditions, products, and yield The reactants are C(C)(C)NC(C)C (diisopropylamine), C(CCC)[Li] (butyllithium), CC1=C2N(C3=CC=CC=C13)C(CCC2)=O (8,9-dihydro-10-methylpyrido[1,2-a]indol-6(7H)-one), C(C(=O)O)(=O)O (oxalic acid), CC1=NC=CC=C1C=O (2-methyl-3-pyridinecarbaldehyde). The solvent is O1CCCC1 (tetrahydrofuran), CCCCCC (hexane), O (water), O1CCCC1 (tetrahydrofuran), O1CCCC1 (tetrahydrofuran). Conditions: time 20 minute. Product: OC(C1CCC=2N(C3=CC=CC=C3C2C)C1=O)C=1C(=NC=CC1)C (8,9-dihydro-7-[(hydroxy)(2-methylpyridin- 3-yl)methyl]-10-methylpyrido[1,2-a]indol-6(7H)-one). As a reaction SMILES: C(NC(C)C)(C)C.C([Li])CCC.[CH3:13][C:14]1[C:22]2[C:17](=[CH:18][CH:19]=[CH:20][CH:21]=2)[N:16]2[C:23](=[O:27])[CH2:24][CH2:25][CH2:26][C:15]=12.[CH3:28][C:29]1[C:34]([CH:35]=[O:36])=[CH:33][CH:32]=[CH:31][N:30]=1.C(O)(=O)C(O)=O>O1CCCC1.CCCCCC.O>[OH:36][CH:35]([C:34]1[C:29]([CH3:28])=[N:30][CH:31]=[CH:32][CH:33]=1)[CH:24]1[C:23](=[O:27])[N:16]2[C:17]3[C:22]([C:14]([CH3:13])=[C:15]2[CH2:26][CH2:25]1)=[CH:21][CH:20]=[CH:19][CH:18]=3. Procedure details: To a solution of diisopropylamine (1.01 g) in tetrahydrofuran (15 ml) at -70° C. under a nitrogen atmosphere was added 1.64M butyllithium in hexane (6.1 ml). After being stirred at the same temperature for 20 minutes, the mixture was treated with a solution of 8,9-dihydro-10-methylpyrido[1,2-a]indol-6(7H)-one (1.99 g) in tetrahydrofuran (25 ml) over 20 minutes. The mixture was stirred at -70° C. for 30 minutes, and a solution of 2-methyl-3-pyridinecarbaldehyde (1.21 g) in tetrahydrofuran (20 ml)... Reaction SMILES: Cl.[CH:2]1([C@H:8]2[CH2:13][NH:12][CH2:11][C@@H:10]([CH2:14][C:15]([O:17][CH3:18])=[O:16])[CH2:9]2)[CH2:7][CH2:6][CH2:5][CH2:4][CH2:3]1.Cl[C:20]1[N:25]=[C:24]([NH:26][C:27]2[NH:31][N:30]=[C:29]([CH:32]3[CH2:34][CH2:33]3)[CH:28]=2)[CH:23]=[C:22]([CH3:35])[N:21]=1.ClC1N=C(NC2NN=CC=2)C=C(C)N=1>>[CH:2]1([C@H:8]2[CH2:13][N:12]([C:20]3[N:25]=[C:24]([NH:26][C:27]4[NH:31][N:30]=[C:29]([CH:32]5[CH2:34][CH2:33]5)[CH:28]=4)[CH:23]=[C:22]([CH3:35])[N:21]=3)[CH2:11][C@@H:10]([CH2:14][C:15]([O:17][CH3:18])=[O:16])[CH2:9]2)[CH2:3][CH2:4][CH2:5][CH2:6][CH2:7]1 |f:0.1|. Starting materials: Cl.C1(CCCCC1)[C@@H]1C[C@@H](CNC1)CC(=O)OC (methyl (cis-5-cyclohexylpiperidine-3-yl)acetate hydrochloride), ClC1=NC(=CC(=N1)NC1=CC(=NN1)C1CC1)C (2-chloro-N-(3-cyclopropyl-1H-pyrazol-5-yl)-6-methylpyrimidin-4-amine), ClC1=NC(=CC(=N1)NC1=CC=NN1)C (2-chloro-6-methyl-N-(1H-pyrazol-5-yl)pyrimidin-4-amine). Reported procedure: The title compound was prepared by the similar manner described in Example 1 using methyl (cis-5-cyclohexylpiperidine-3-yl)acetate hydrochloride instead of (S)-3-(tert-butoxycarbonylamino)piperidine, and 2-chloro-N-(3-cyclopropyl-1H-pyrazol-5-yl)-6-methylpyrimidin-4-amine prepared in Referential Example 2 instead of 2-chloro-6-methyl-N-(1H-pyrazol-5-yl)pyrimidin-4-amine. Yields the product C1(CCCCC1)[C@@H]1C[C@@H](CN(C1)C1=NC(=CC(=N1)NC1=CC(=NN1)C1CC1)C)CC(=O)OC (methyl (cis-5-cyclohexyl-1-{4-[(3-cyclopropyl-1H-pyrazol-5-yl)amino]-6-methylpyrimidin-2-yl}piperidin-3-yl)acetate).